This data is from the Open Reaction Database (ORD), a public repository of structured organic reaction records. The task is: describe an organic reaction: reactants, conditions, products, and yield Reactants: [OH-].[K+] (KOH), C(C)(=O)O[C@@H]1[C@@H](SC2=C(NC1=O)C=CC=C2)C2=CC=C(C=C2)OC (cis(+)-3-acetyloxy-2,3-dihydro-2-(4-methoxyphenyl)-1,5-benzothiazepin-4(5H)-one), CN(C=O)C (dimethylformamide), BrCC(CCl)C (1-bromo-3-chloro-2-methylpropane). Run in [NH4+].[Cl-] (NH4Cl). Conditions: temperature -7 celsius, time 4 hour. The product is C(C(=O)O)(=O)O.C(C)(=O)O[C@@H]1[C@@H](SC2=C(N(C1=O)CC(CN(C)C)C)C=CC=C2)C2=CC=C(C=C2)OC (Cis(+)-3-acetyloxy-2,3-dihydro-5-(2-methyl-3-dimethylaminopropyl)-2-(4-methoxyphenyl)-1,5-benzothiazepin-4(5H)-one oxalate). RXN SMILES: [C:1]([O:4][C@H:5]1[C:11](=[O:12])[NH:10][C:9]2[CH:13]=[CH:14][CH:15]=[CH:16][C:8]=2[S:7][C@H:6]1[C:17]1[CH:22]=[CH:21][C:20]([O:23][CH3:24])=[CH:19][CH:18]=1)(=[O:3])[CH3:2].[OH-:25].[K+].Br[CH2:28][CH:29]([CH3:32])[CH2:30]Cl.[CH3:33][N:34](C)[CH:35]=[O:36]>[NH4+].[Cl-]>[C:35]([OH:36])(=[O:25])[C:1]([OH:4])=[O:3].[C:1]([O:4][C@H:5]1[C:11](=[O:12])[N:10]([CH2:28][CH:29]([CH3:32])[CH2:30][N:34]([CH3:35])[CH3:33])[C:9]2[CH:13]=[CH:14][CH:15]=[CH:16][C:8]=2[S:7][C@H:6]1[C:17]1[CH:18]=[CH:19][C:20]([O:23][CH3:24])=[CH:21][CH:22]=1)(=[O:3])[CH3:2] |f:1.2,5.6,7.8|. Reported procedure: 5 g cis(+)-3-acetyloxy-2,3-dihydro-2-(4-methoxyphenyl)-1,5-benzothiazepin-4(5H)-one were dissolved in 30 ml dimethylformamide, cooled at -7° C. 1.4 g 88% KOH and, after 10 minutes, 3.8 g 1-bromo-3-chloro-2-methylpropane were slowly added. The temperature was then raised to 0° C. and the mixture was stirred for 4 hours. The reaction mixture was then poured in 250 ml 0.6N NH4Cl solution and extracted with CH2Cl2. The collected organic phases were washed with H2O, dried on Na2SO4 and evaporated und... Procedure details: Reflux a mixture of 3-(4-dimethylamino-cyclohex-1-enyl)-2-fluoro-phenylamine (preparation 8, 0.115 g, 0.49 mmol) and 4-fluoro-benzoyl chloride (93 mg, 0.586 mmol) in dioxane (20 mL) for 2 hrs. Filter the reaction mixture through a SCX column (Bond Elut™, 10 g), wash with MeOH, elute the product with 2M NH3 in MeOH, evaporate the solvent, and further purify on a silica gel column (DCM:2M NH3 in MeOH, gradient) to give the free base of the title compound (0.125 g, 72%): MS (ES): m/z=357 (M+H)+. 1H... Product: Cl.CN(C1CC=C(CC1)C=1C(=C(C=CC1)NC(C1=CC=C(C=C1)F)=O)F)C (N-(3-(4-Dimethylamino-cyclohex-1-enyl)-2-fluoro-phenyl)-4-fluoro-benzamide hydrochloride salt). Solvent: O1CCOCC1 (dioxane). Starting materials: CN(C1CC=C(CC1)C=1C(=C(C=CC1)N)F)C (3-(4-dimethylamino-cyclohex-1-enyl)-2-fluoro-phenylamine), FC1=CC=C(C(=O)Cl)C=C1 (4-fluoro-benzoyl chloride). Isolated yield 64.9%. As a reaction SMILES: [CH3:1][N:2]([CH3:17])[CH:3]1[CH2:8][CH2:7][C:6]([C:9]2[C:10]([F:16])=[C:11]([NH2:15])[CH:12]=[CH:13][CH:14]=2)=[CH:5][CH2:4]1.[F:18][C:19]1[CH:27]=[CH:26][C:22]([C:23]([Cl:25])=[O:24])=[CH:21][CH:20]=1>O1CCOCC1>[ClH:25].[CH3:1][N:2]([CH3:17])[CH:3]1[CH2:8][CH2:7][C:6]([C:9]2[C:10]([F:16])=[C:11]([NH:15][C:23](=[O:24])[C:22]3[CH:26]=[CH:27][C:19]([F:18])=[CH:20][CH:21]=3)[CH:12]=[CH:13][CH:14]=2)=[CH:5][CH2:4]1 |f:3.4|. Starting materials: ClC1=C(C=CC=C1)O (2-chlorophenol), BrC[C@@H](CCl)C ((2R)-1-bromo-3-chloro-2-methylpropane). Product: ClC1=C(C=CC=C1)OC[C@@H](CCl)C (1-CHLORO-2-{[(2S)-3-CHLORO-2-METHYLPROPYL]OXY}BENZENE). As a reaction SMILES: [Cl:1][C:2]1[CH:7]=[CH:6][CH:5]=[CH:4][C:3]=1[OH:8].Br[CH2:10][C@H:11]([CH3:14])[CH2:12][Cl:13]>>[Cl:1][C:2]1[CH:7]=[CH:6][CH:5]=[CH:4][C:3]=1[O:8][CH2:10][C@H:11]([CH3:14])[CH2:12][Cl:13]. Procedure: Prepared by Procedure U and Scheme AK using 2-chlorophenol and (2R)-1-bromo-3-chloro-2-methylpropane. Reactants: C1(=CC=CC=C1)CC(CC1=CC(=CC=C1)C(F)(F)F)=O (1-phenyl-3-(3-trifluoromethylphenyl)-2-propanone), C(=O)OCC (ethyl formate), Cl.C(C)N (ethylamine hydrochloride), C(C)N1C=C(C(C(=C1)C1=CC(=CC=C1)C(F)(F)F)=O)C1=CC=CC=C1 (1-ethyl-3-phenyl-5-(3-trifluoromethylphenyl)-4(1H)-pyridinone), [H-].[Al+3].[Li+].[H-].[H-].[H-] (lithium aluminum hydride), products. The product is C(C)N1CC(C(C(C1)C1=CC(=CC=C1)C(F)(F)F)=O)C1=CC=CC=C1 (1-ethyl-3-phenyl- 5-(3-trifluoromethylphenyl)-4-piperidinone). Reaction SMILES: C1(CC(=O)CC2C=CC=C(C(F)(F)F)C=2)C=CC=CC=1.C(OCC)=O.Cl.C(N)C.[CH2:30]([N:32]1[CH:37]=[C:36]([C:38]2[CH:43]=[CH:42][CH:41]=[C:40]([C:44]([F:47])([F:46])[F:45])[CH:39]=2)[C:35](=[O:48])[C:34]([C:49]2[CH:54]=[CH:53][CH:52]=[CH:51][CH:50]=2)=[CH:33]1)[CH3:31].[H-].[Al+3].[Li+].[H-].[H-].[H-]>>[CH2:30]([N:32]1[CH2:37][CH:36]([C:38]2[CH:43]=[CH:42][CH:41]=[C:40]([C:44]([F:47])([F:45])[F:46])[CH:39]=2)[C:35](=[O:48])[CH:34]([C:49]2[CH:54]=[CH:53][CH:52]=[CH:51][CH:50]=2)[CH2:33]1)[CH3:31] |f:2.3,5.6.7.8.9.10|. Reported procedure: An 11.5 g. portion of 1-phenyl-3-(3-trifluoromethylphenyl)-2-propanone was reacted with ethyl formate and ethylamine hydrochloride as described in Examples 1-3 to produce 6.8 g. of 1-ethyl-3-phenyl-5-(3-trifluoromethylphenyl)-4(1H)-pyridinone, which was reduced with 2 g. of lithium aluminum hydride as described above. After column chromatography as described in the examples above, the products of Examples 27 and 28 were recovered as a mixture. Mass spectroscopy of the mixture showed a molecular ... The reactants are 37, CN(CC(=O)O)C(C1=NC=CC=C1)C1=CC=CC=C1 (methyl N-[phenyl(2-pyridinyl)methyl]glycine), C(=O)O (formic acid), CC1=C(C=CC=C1)C (dimethylbenzene), O (water). Product: 24, CC(N(C(C1=NC=CC=C1)C1=CC=CC=C1)C=O)C(=O)O (methyl N-formyl-N-[phenyl(2-pyridinyl)methyl]glycine). Yield: 60.3%. Reaction SMILES: [CH3:1][N:2]([CH:7]([C:14]1[CH:19]=[CH:18][CH:17]=[CH:16][CH:15]=1)[C:8]1[CH:13]=[CH:12][CH:11]=[CH:10][N:9]=1)[CH2:3][C:4](O)=O.[CH:20]([OH:22])=[O:21].CC1C=CC=CC=1C.[OH2:31]>>[CH3:4][CH:3]([C:20]([OH:22])=[O:21])[N:2]([CH:1]=[O:31])[CH:7]([C:14]1[CH:19]=[CH:18][CH:17]=[CH:16][CH:15]=1)[C:8]1[CH:13]=[CH:12][CH:11]=[CH:10][N:9]=1. Procedure details: A mixture of 37 parts of methyl N-[phenyl(2-pyridinyl)methyl]glycine, 36 parts of formic acid and 450 parts of dimethylbenzene was stirred and refluxed for 2 hours. The reaction mixture was poured into water. The product was extracted with 1,1'-oxybisethane. The extract was washed successively with a sodium hydroxide solution 10% and water, dried, filtered and evaporated. The residue was purified by column chromatography over silica gel using a mixture of trichloromethane and methanol (90:10 by ... Starting materials: O=C([O-])O, CC[SiH](CC)CC, C1COCCO1, COC(=O)CCc1ccc(N(Cc2cccc(OC3CCCCO3)c2)S(=O)(=O)c2c(C)cc(C)cc2C)cc1, CO, Cl, [Na+], C1CCOC1. Yields the product COC(=O)CCc1ccc(N(Cc2cccc(O)c2)S(=O)(=O)c2c(C)cc(C)cc2C)cc1. RXN SMILES: [C:48](=[O:49])([OH:50])[O-:51].[CH2:41]([SiH:42]([CH2:43][CH3:44])[CH2:45][CH3:46])[CH3:47].[CH2:60]1[O:61][CH2:62][CH2:63][O:64][CH2:65]1.[CH3:1][O:2][C:3]([CH2:4][CH2:5][c:6]1[cH:7][cH:8][c:9]([N:12]([S:13](=[O:14])(=[O:15])[c:16]2[c:17]([CH3:24])[cH:18][c:19]([CH3:23])[cH:20][c:21]2[CH3:22])[CH2:25][c:26]2[cH:27][c:28]([O:32][CH:33]3[CH2:34][CH2:35][CH2:36][CH2:37][O:38]3)[cH:29][cH:30][cH:31]2)[cH:10][cH:11]1)=[O:39].[CH3:53][OH:54].[ClH:40].[Na+:52].[O:55]1[CH2:56][CH2:57][CH2:58][CH2:59]1>>[CH3:1][O:2][C:3]([CH2:4][CH2:5][c:6]1[cH:7][cH:8][c:9]([N:12]([S:13](=[O:14])(=[O:15])[c:16]2[c:17]([CH3:24])[cH:18][c:19]([CH3:23])[cH:20][c:21]2[CH3:22])[CH2:25][c:26]2[cH:27][c:28]([OH:32])[cH:29][cH:30][cH:31]2)[cH:10][cH:11]1)=[O:39]. Starting materials: CN(C)C=O, CC1(C)c2cc(C#N)ccc2OC1Cl, [K+], O, N#C[S-]. The product is CC1(C)c2cc(C#N)ccc2OC1N=C=S. RXN SMILES: [CH3:20][N:21]([CH3:22])[CH:23]=[O:24].[Cl:1][CH:2]1[O:3][c:4]2[c:5]([cH:9][c:10]([C:13]#[N:14])[cH:11][cH:12]2)[C:6]1([CH3:7])[CH3:8].[K+:15].[OH2:19].[S-:16][C:17]#[N:18]>>[CH:2]1([N:18]=[C:17]=[S:16])[O:3][c:4]2[c:5]([cH:9][c:10]([C:13]#[N:14])[cH:11][cH:12]2)[C:6]1([CH3:7])[CH3:8]. The reactants are [C-]#N.[K+] (potassium cyanide), [Cl-].[NH4+] (ammonium chloride), COC1=C2CCC(CC2=CC=C1)=O (5-methoxy-3,4-dihydronaphthalen-2(1H)-one). Solvent: C(C)O (ethanol), O (water). Yields the product NC1(CC2=CC=CC(=C2CC1)OC)C#N (2-Amino-2-cyano-5-methoxy-1,2,3,4-tetrahydronaphthalene). Reaction SMILES: [C-:1]#[N:2].[K+].[Cl-].[NH4+:5].[CH3:6][O:7][C:8]1[CH:17]=[CH:16][CH:15]=[C:14]2[C:9]=1[CH2:10][CH2:11][C:12](=O)[CH2:13]2>C(O)C.O>[NH2:5][C:12]1([C:1]#[N:2])[CH2:11][CH2:10][C:9]2[C:14](=[CH:15][CH:16]=[CH:17][C:8]=2[O:7][CH3:6])[CH2:13]1 |f:0.1,2.3|. Procedure: 112 mmol of potassium cyanide and 116 mmol of ammonium chloride ate added successively to a solution, maintained under nitrogen and with stirring, containing 110 mmol of 5-methoxy-3,4-dihydronaphthalen-2(1H)-one in 90 ml of ethanol and 50 ml of water. The whole mixture is stirred for 20 hours at 20° C. and then concentrated under vacuum. The residue is taken up in 200 ml of ethyl acetate. This phase is then washed with water and extracted with 1N hydrochloric acid. The acid phase is basified wit...